From a dataset of the Open Reaction Database (ORD), a public repository of structured organic reaction records. describe an organic reaction: reactants, conditions, products, and yield Starting materials: Cl.N12C[C@@H](C(CC1)CC2)NC(=O)C=2OC1=C(C2)C=CC=C1C1=C(C=CC=C1)OC (N-[(3R)-1-azabicyclo[2.2.2]oct-3-yl]-7-(2-methoxyphenyl)-1-benzofuran-2-carboxamide hydrochloride), [OH-].[Na+] (sodium hydroxide), B(Br)(Br)Br (boron tribromide), C(C)OCC (diethyl ether). The solvent is ClCCl (dichloromethane), O (water), ClCCl (dichloromethane). Run at time 2 hour. The product is N12C[C@@H](C(CC1)CC2)NC(=O)C=2OC1=C(C2)C=CC=C1C1=C(C=CC=C1)O (N-[(3R)-1-Azabicyclo[2.2.2]oct-3-yl]-7-(2-hydroxyphenyl)-1-benzofuran-2-carboxamide). RXN SMILES: B(Br)(Br)Br.Cl.[N:6]12[CH2:13][CH2:12][CH:9]([CH2:10][CH2:11]1)[C@@H:8]([NH:14][C:15]([C:17]1[O:18][C:19]3[C:25]([C:26]4[CH:31]=[CH:30][CH:29]=[CH:28][C:27]=4[O:32]C)=[CH:24][CH:23]=[CH:22][C:20]=3[CH:21]=1)=[O:16])[CH2:7]2.C(OCC)C.[OH-].[Na+]>ClCCl.O>[N:6]12[CH2:11][CH2:10][CH:9]([CH2:12][CH2:13]1)[C@@H:8]([NH:14][C:15]([C:17]1[O:18][C:19]3[C:25]([C:26]4[CH:31]=[CH:30][CH:29]=[CH:28][C:27]=4[OH:32])=[CH:24][CH:23]=[CH:22][C:20]=3[CH:21]=1)=[O:16])[CH2:7]2 |f:1.2,4.5|. Procedure details: 2.42 ml of a 1 M boron tribromide solution in dichloromethane are added dropwise to a suspenion, cooled to −20° C., of 200 mg (0.48 mmol) of N-[(3R)-1-azabicyclo[2.2.2]oct-3-yl]-7-(2-methoxyphenyl)-1-benzofuran-2-carboxamide hydrochloride (Example 102) in 8 ml of dichloromethane. After 2 h, the reaction is stopped by adding diethyl ether. The mixture is stirred at room temperature for 30 min and, after addition of water, neutralized with 1N sodium hydroxide solution. After extraction with ethyl ... As a reaction SMILES: [CH2:1]([N:4]1[CH2:8][CH2:7][CH2:6][CH:5]1[CH2:9][NH2:10])[CH:2]=[CH2:3].[CH3:11][NH:12][S:13]([C:16]1[CH:17]=[C:18]([C:26](Cl)=[O:27])[C:19]2[O:24][CH2:23][CH2:22][O:21][C:20]=2[CH:25]=1)(=[O:15])=[O:14]>>[CH2:1]([N:4]1[CH2:8][CH2:7][CH2:6][CH:5]1[CH2:9][NH:10][C:26]([C:18]1[C:19]2[O:24][CH2:23][CH2:22][O:21][C:20]=2[CH:25]=[C:16]([S:13](=[O:15])(=[O:14])[NH:12][CH3:11])[CH:17]=1)=[O:27])[CH:2]=[CH2:3]. Starting materials: C(C=C)N1C(CCC1)CN (1-allyl-2-aminomethyl-pyrrolidine), CNS(=O)(=O)C=1C=C(C2=C(OCCO2)C1)C(=O)Cl (7-methylsulfamoyl-1,4-benzodioxane-5-carbonyl chloride). The yield is 52.6%. The product is C(C=C)N1C(CCC1)CNC(=O)C1=CC(=CC=2OCCOC21)S(NC)(=O)=O (N-(1-allyl-2-pyrrolidylmethyl)-7-methylsulfamoyl-1,4-benzodioxane-5-carboxamide). Procedure details: In a similar manner to the above example, 84 g of dextrorotatory 1-allyl-2-aminomethyl-pyrrolidine was reacted with 175 g of 7-methylsulfamoyl-1,4-benzodioxane-5-carbonyl chloride to give, after purification, 125 g of dextrorotatory-N-(1-allyl-2-pyrrolidylmethyl)-7-methylsulfamoyl-1,4-benzodioxane-5-carboxamide (M.P.: 104°-105° C.; yield: 52.6%). The reactants are NCC(=O)OCc1ccccc1, CCN(C(C)C)C(C)C, ClCCl, Cl, CN(C)C=O, O, COC(=O)c1ccc2c(O)c(C(=O)O)c(=O)n(C)c2c1. Product: COC(=O)c1ccc2c(O)c(C(=O)NCC(=O)OCc3ccccc3)c(=O)n(C)c2c1. RXN SMILES: [CH2:22]([c:23]1[cH:24][cH:25][cH:26][cH:27][cH:28]1)[O:29][C:30]([CH2:31][NH2:32])=[O:33].[CH:34]([N:35]([CH:36]([CH3:37])[CH3:38])[CH2:39][CH3:40])([CH3:41])[CH3:42].[Cl:49][CH2:50][Cl:51].[ClH:21].[O:43]=[CH:44][N:45]([CH3:46])[CH3:47].[OH2:48].[OH:1][c:2]1[c:3]([C:18](=[O:19])[OH:20])[c:4](=[O:17])[n:5]([CH3:16])[c:6]2[cH:7][c:8]([C:12](=[O:13])[O:14][CH3:15])[cH:9][cH:10][c:11]12>>[OH:1][c:2]1[c:3]([C:18](=[O:19])[NH:32][CH2:31][C:30]([O:29][CH2:22][c:23]2[cH:24][cH:25][cH:26][cH:27][cH:28]2)=[O:33])[c:4](=[O:17])[n:5]([CH3:16])[c:6]2[cH:7][c:8]([C:12](=[O:13])[O:14][CH3:15])[cH:9][cH:10][c:11]12. The reactants are FC1=C(N[C@H](CO)C)C=CC(=C1F)F ((2S)-2-(2,3,4-Trifluoroanilino)-1-propanol), C(C)OC=C(C(=O)OCC)C(=O)OCC (diethyl ethoxymethylenemalonate), C([O-])([O-])=O.[K+].[K+] (potassium carbonate). The reagents and catalysts are [Cl-].C(CCCCC)[N+](CCCCCC)(CCCCCC)CCCCCC (tetrahexylammonium chloride). The solvent is CC(=O)C (acetone). Run at time 4.5 hour. Product: FC1=C(N([C@H](CO)C)C=C(C(=O)OCC)C(=O)OCC)C=CC(=C1F)F (Diethyl [2,3,4-trifluoro[(1S)-2-hydroxy-1-methylethyl]anilino]methylenemalonate). Yield: 61.6%. Reaction SMILES: [F:1][C:2]1[C:12]([F:13])=[C:11]([F:14])[CH:10]=[CH:9][C:3]=1[NH:4][C@@H:5]([CH3:8])[CH2:6][OH:7].C(O[CH:18]=[C:19]([C:25]([O:27][CH2:28][CH3:29])=[O:26])[C:20]([O:22][CH2:23][CH3:24])=[O:21])C.C(=O)([O-])[O-].[K+].[K+]>[Cl-].C([N+](CCCCCC)(CCCCCC)CCCCCC)CCCCC.CC(C)=O>[F:1][C:2]1[C:12]([F:13])=[C:11]([F:14])[CH:10]=[CH:9][C:3]=1[N:4]([CH:18]=[C:19]([C:20]([O:22][CH2:23][CH3:24])=[O:21])[C:25]([O:27][CH2:28][CH3:29])=[O:26])[C@@H:5]([CH3:8])[CH2:6][OH:7] |f:2.3.4,5.6|. Procedure details: The compound (300 mg) obtained in Example 51, diethyl ethoxymethylenemalonate (632 mg) and tetrahexylammonium chloride (57 mg) were dissolved in acetone (3 ml). After adding potassium carbonate (445 mg), the mixture was stirred at room temperature for 4.5 hours. After the completion of the reaction, the solvent was evaporated. Then the residue thus obtained was subjected to silica gel column chromatography to thereby give 338 mg (84%) of the title compound as a colorless solid. Starting materials: FC(C1=C(C=CC(=C1)OC(C)C)B(O)O)(F)F (2-trifluoromethyl-4-isopropoxyphenyl boronic acid), Cl.Cl.COC1=CC(=C(C=C1)C=1C=C2[C@H]3[C@H](CN4C2=C(C1)CCC4)CNC3)C(F)(F)F ((±)-trans-2-[4-methoxy-2-(trifluoromethyl)phenyl]-5,6,8,8a,9,10,11,11a-octahydro-4H-pyrido[3,2,1-ij]pyrrolo[3,4-c]quinoline, bis-hydrochloride salt). The product is C(C)(C)OC1=CC(=C(C=C1)C=1C=C2[C@H]3[C@H](CN4C2=C(C1)CCC4)CNC3)C(F)(F)F ((±)-trans 2-[4-isopropoxy-2-(trifluoromethyl)phenyl]-5,6,8,8a,9,10,11,11a-octahydro-4H-pyrido[3,2,1-ij]pyrrolo[3,4-c]quinoline). Reaction SMILES: [F:1][C:2]([F:17])([F:16])[C:3]1[CH:8]=[C:7]([O:9][CH:10]([CH3:12])[CH3:11])[CH:6]=[CH:5][C:4]=1B(O)O.Cl.Cl.COC1C=CC([C:28]2[CH:29]=[C:30]3[C:35]4=[C:36]([CH2:38][CH2:39][CH2:40][N:34]4[CH2:33][C@@H:32]4[CH2:41][NH:42][CH2:43][C@@H:31]34)[CH:37]=2)=C(C(F)(F)F)C=1>>[CH:10]([O:9][C:7]1[CH:6]=[CH:5][C:4]([C:28]2[CH:29]=[C:30]3[C:35]4=[C:36]([CH2:38][CH2:39][CH2:40][N:34]4[CH2:33][C@@H:32]4[CH2:41][NH:42][CH2:43][C@@H:31]34)[CH:37]=2)=[C:3]([C:2]([F:17])([F:16])[F:1])[CH:8]=1)([CH3:12])[CH3:11] |f:1.2.3|. Procedure details: Using 2-trifluoromethyl-4-isopropoxyphenyl boronic acid and following the procedures described in EXAMPLE 34, (±)-trans tert-butyl 2-bromo-5,6,8a,9,11,11a-hexahydro-4H-pyrido[3,2,1-ij]pyrrolo[3,4-c]quinoline-10(8H)-carboxylate from EXAMPLE 7, Part A was converted into the title compound of EXAMPLE 35 as a yellow semi-solid. 1H NMR (500 MHz, CDCl3) δ 1.26 (s, 1H), 1.30 (d, 6H, J=6.1 Hz), 1.85-2.05 (m, 2H), 2.15 (m, 1H), 2.74 (m, 4H), 2.96 (t, 1H, J=7 Hz), 3.23 (m, 1H), 3.32 (m, 4H), 3.57 (t, 1H, ... The reactants are CCO, COc1ccc(N2CCN(c3c(C)c(C)c4c(c3C)C(O)(c3ccc(F)cc3)C(C)(C)O4)CC2)cc1. Yields the product COc1ccc(N2CCN(c3c(C)c(C)c4c(c3C)C(c3ccc(F)cc3)C(C)(C)O4)CC2)cc1. As a reaction SMILES: [CH3:37][CH2:38][OH:39].[F:1][c:2]1[cH:3][cH:4][c:5]([C:8]2([OH:36])[C:9]([CH3:34])([CH3:35])[O:10][c:11]3[c:12]2[c:13]([CH3:33])[c:14]([N:19]2[CH2:20][CH2:21][N:22]([c:25]4[cH:26][cH:27][c:28]([O:31][CH3:32])[cH:29][cH:30]4)[CH2:23][CH2:24]2)[c:15]([CH3:18])[c:16]3[CH3:17])[cH:6][cH:7]1>>[F:1][c:2]1[cH:3][cH:4][c:5]([CH:8]2[C:9]([CH3:34])([CH3:35])[O:10][c:11]3[c:12]2[c:13]([CH3:33])[c:14]([N:19]2[CH2:20][CH2:21][N:22]([c:25]4[cH:26][cH:27][c:28]([O:31][CH3:32])[cH:29][cH:30]4)[CH2:23][CH2:24]2)[c:15]([CH3:18])[c:16]3[CH3:17])[cH:6][cH:7]1.